This data is from the Open Reaction Database (ORD), a public repository of structured organic reaction records. The task is: describe an organic reaction: reactants, conditions, products, and yield Reactants: C(C)(=O)[O-].[Na+] (sodium acetate), C(#N)CC1=CC=CC=2C=C(OC21)C(=O)OC (methyl 7-cyanomethylbenzofuran-2-carboxylate). The reagents and catalysts are [Ni] (Raney nickel). Run in C(C)(=O)OC(C)=O (acetic anhydride). Yields the product C(C)(=O)NCCC1=CC=CC=2C=C(OC21)C(=O)OC (Methyl 7-(2-acetylaminoethyl)benzofuran-2-carboxylate), SiO2. As a reaction SMILES: [C:1]([O-])(=[O:3])[CH3:2].[Na+].[C:6]([CH2:8][C:9]1[C:17]2[O:16][C:15]([C:18]([O:20][CH3:21])=[O:19])=[CH:14][C:13]=2[CH:12]=[CH:11][CH:10]=1)#[N:7]>C(OC(=O)C)(=O)C.[Ni]>[C:1]([NH:7][CH2:6][CH2:8][C:9]1[C:17]2[O:16][C:15]([C:18]([O:20][CH3:21])=[O:19])=[CH:14][C:13]=2[CH:12]=[CH:11][CH:10]=1)(=[O:3])[CH3:2] |f:0.1|. Reported procedure: A suspension of 1.07 g of sodium acetate, 2.00 g of methyl 7-cyanomethylbenzofuran-2-carboxylate in 10.4 ml of acetic anhydride is hydrogenated in the presence of 0.22 g of Raney nickel at 50° C. over 5 hours. The reaction mixture is clarified by filtration and the filtrate is concentrated by evaporation. The residue is dissolved in ethyl acetate, washed with saturated aqueous sodium hydrogencarbonate solution, water and brine, dried over sodium sulphate and concentrated by evaporation. The titl... Reactants: Cl, Cl[Cu], O=N[O-], NC1CCCCCC1CC(=O)c1ccccc1, [Na+], O. The product is O=C(CC1CCCCCC1Cl)c1ccccc1. Reaction SMILES: [ClH:22].[Cu:24][Cl:25].[N:1]([O-:2])=[O:3].[NH2:5][CH:6]1[CH2:7][CH2:8][CH2:9][CH2:10][CH2:11][CH:12]1[CH2:13][C:14](=[O:15])[c:16]1[cH:17][cH:18][cH:19][cH:20][cH:21]1.[Na+:4].[OH2:23]>>[CH:6]1([Cl:22])[CH2:7][CH2:8][CH2:9][CH2:10][CH2:11][CH:12]1[CH2:13][C:14](=[O:15])[c:16]1[cH:17][cH:18][cH:19][cH:20][cH:21]1. Reactants: N (ammonia), C1(=CC=CC=C1)C(C)C (cumene), O (water). Yields the product C(C)(=O)C1=CC=CC=C1 (acetophenone). As a reaction SMILES: N.[C:2]1([CH:8]([CH3:10])C)[CH:7]=[CH:6][CH:5]=[CH:4][CH:3]=1.[OH2:11]>>[C:8]([C:2]1[CH:7]=[CH:6][CH:5]=[CH:4][CH:3]=1)(=[O:11])[CH3:10]. Procedure: Binary Azeotrope: A water borne solution of SMA ammonia adducts (25% solid) was heated. At 93° C., a binary azeotrope mixture of cumene and acetophenone was formed that carried cumene and acetophenone out of the resin solution. After keeping the solution at 93° C. for six hours, the level of acetophenone was reduced to 2% (a 98% reduction) and the level of cumene was reduced to 25% (a 75% reduction) of their original levels. An azeotrope can also be formed under reduced pressure. Similar results... Yields the product COC(=O)c1sccc1COc1ccc(C(C)CCCO)cc1. RXN SMILES: [Br:22][CH2:23][c:24]1[c:25]([C:29](=[O:30])[O:31][CH3:32])[s:26][cH:27][cH:28]1.[C:14](=[O:15])([O-:16])[O-:17].[CH3:33][C:34](=[O:35])[CH2:36][CH3:37].[I-:21].[K+:18].[K+:19].[K+:20].[OH:1][c:2]1[cH:3][cH:4][c:5]([CH:8]([CH2:9][CH2:10][CH2:11][OH:12])[CH3:13])[cH:6][cH:7]1>>[O:1]([c:2]1[cH:3][cH:4][c:5]([CH:8]([CH2:9][CH2:10][CH2:11][OH:12])[CH3:13])[cH:6][cH:7]1)[CH2:23][c:24]1[c:25]([C:29](=[O:30])[O:31][CH3:32])[s:26][cH:27][cH:28]1. Reactants: COC(=O)c1sccc1CBr, O=C([O-])[O-], CCC(C)=O, [I-], [K+], [K+], [K+], CC(CCCO)c1ccc(O)cc1. Starting materials: CI, [H-], O=Cc1cc([N+](=O)[O-])ccc1O, [Na+], CN(C)C=O. Product: COc1ccc([N+](=O)[O-])cc1C=O. RXN SMILES: [CH3:15][I:16].[H-:14].[N+:1](=[O:2])([O-:3])[c:4]1[cH:5][cH:6][c:7]([OH:12])[c:8]([CH:9]=[O:10])[cH:11]1.[Na+:13].[O:17]=[CH:18][N:19]([CH3:20])[CH3:21]>>[N+:1](=[O:2])([O-:3])[c:4]1[cH:5][cH:6][c:7]([O:12][CH3:15])[c:8]([CH:9]=[O:10])[cH:11]1.